Dataset: the Open Reaction Database (ORD), a public repository of structured organic reaction records. Task: describe an organic reaction: reactants, conditions, products, and yield Reactants: COC(=O)CCCCCSc1ccc(Cl)cc1, CO, CCOC(C)=O, [O-][I+3]([O-])([O-])[O-], [Na+], O. The product is COC(=O)CCCCCS(=O)c1ccc(Cl)cc1. Reaction SMILES: [CH3:1][O:2][C:3]([CH2:4][CH2:5][CH2:6][CH2:7][CH2:8][S:9][c:10]1[cH:11][cH:12][c:13]([Cl:16])[cH:14][cH:15]1)=[O:17].[CH3:24][OH:25].[CH3:27][CH2:28][O:29][C:30](=[O:31])[CH3:32].[I+3:18]([O-:19])([O-:20])([O-:21])[O-:22].[Na+:23].[OH2:26]>>[CH3:1][O:2][C:3]([CH2:4][CH2:5][CH2:6][CH2:7][CH2:8][S:9]([c:10]1[cH:11][cH:12][c:13]([Cl:16])[cH:14][cH:15]1)=[O:19])=[O:17].